This data is from the Open Reaction Database (ORD), a public repository of structured organic reaction records. The task is: describe an organic reaction: reactants, conditions, products, and yield Starting materials: CC1=C2CC[C@H](CC2=C(C=C1)N1CCN(CC1)C)NC(C1=CC=C(C=C1)N1CCOCC1)=O ((R)-N-[5-methyl-8-(4-methylpiperazin-1-yl)-1,2,3,4-tetrahydro-2-naphthyl]-4-morpholinobenzamide), O=C1C(O)=C(O)[C@H](O1)[C@@H](O)CO (L-ascorbic acid). Run in CO (methanol), CO (methanol). Reaction conditions: time 2.5 hour. Product: O=C1C(O)=C([O-])[C@H](O1)[C@@H](O)CO.CC1=C2CC[C@H](CC2=C(C=C1)N1CCN(CC1)C)NC(C1=CC=C(C=C1)N1CCOCC1)=O ((R)-N-[5-Methyl-8-(4-methylpiperazin-1-yl)-1,2,3,4-tetrahydro-2-naphthyl]-4-morpholinobenzamide L-Ascorbate). Yield: 94.7%. Reaction SMILES: [CH3:1][C:2]1[CH:11]=[CH:10][C:9]([N:12]2[CH2:17][CH2:16][N:15]([CH3:18])[CH2:14][CH2:13]2)=[C:8]2[C:3]=1[CH2:4][CH2:5][C@@H:6]([NH:19][C:20](=[O:33])[C:21]1[CH:26]=[CH:25][C:24]([N:27]3[CH2:32][CH2:31][O:30][CH2:29][CH2:28]3)=[CH:23][CH:22]=1)[CH2:7]2.[O:34]=[C:35]1[O:41][C@H:40]([C@H:42]([CH2:44][OH:45])[OH:43])[C:38]([OH:39])=[C:36]1[OH:37]>CO>[O:34]=[C:35]1[O:41][C@H:40]([C@H:42]([CH2:44][OH:45])[OH:43])[C:38]([O-:39])=[C:36]1[OH:37].[CH3:1][C:2]1[CH:11]=[CH:10][C:9]([N:12]2[CH2:17][CH2:16][N:15]([CH3:18])[CH2:14][CH2:13]2)=[C:8]2[C:3]=1[CH2:4][CH2:5][C@@H:6]([NH:19][C:20](=[O:33])[C:21]1[CH:26]=[CH:25][C:24]([N:27]3[CH2:32][CH2:31][O:30][CH2:29][CH2:28]3)=[CH:23][CH:22]=1)[CH2:7]2 |f:3.4|. Reported procedure: To a warm solution of (R)-N-[5-methyl-8-(4-methylpiperazin-1-yl)-1,2,3,4-tetrahydro-2-naphthyl]-4-morpholinobenzamide (1.0 g, 2.2 mmol) in methanol (30 mL) was added a solution of L-ascorbic acid (475 mg, 2.7 mmol) in methanol (20 mL) and the solution was allowed to cool to room temperature. About 25 mL of the solvent was evaporated in vacuo and the remaining solution (25 mL) was allowed to stand at room temperature for 2.5 h. The crystals were filtered and dried in vacuo to give 1.3 gram (92% y... The reactants are NC1=CC=C(C=C1)C (p-toluidine), N(=O)[O-].[Na+] (sodium nitrite), F[B-](F)(F)F.CC1=CC=C(C=C1)[N+]#N (4-methyl-benzenediazonium tetrafluoroborate), C(C=C)C#N (Allyl cyanide). The reagents and catalysts are C(C)(=O)[O-].[Pd+2].C(C)(=O)[O-] (palladium acetate). Solvent: [H+].[B-](F)(F)(F)F (fluoboric acid), O (water), C(C)O (ethanol). Reaction conditions: temperature 46 celsius. Product: C1(=CC=C(C=C1)C=CCC#N)C (4-p-tolyl-but-3-enenitrile). Yield: 53.0%. As a reaction SMILES: F[B-](F)(F)F.[CH3:6][C:7]1[CH:12]=[CH:11][C:10]([N+]#N)=[CH:9][CH:8]=1.NC1C=CC(C)=CC=1.N([O-])=O.[Na+].[CH2:27]([C:30]#[N:31])[CH:28]=[CH2:29]>[H+].[B-](F)(F)(F)F.C(O)C.C([O-])(=O)C.[Pd+2].C([O-])(=O)C.O>[C:7]1([CH3:6])[CH:12]=[CH:11][C:10]([CH:29]=[CH:28][CH2:27][C:30]#[N:31])=[CH:9][CH:8]=1 |f:0.1,3.4,6.7,9.10.11|. Procedure: 6.17 g (0.03 mol) of 4-methyl-benzenediazonium tetrafluoroborate (mp 105-110° C.; prepared by nitrosation of p-toluidine with sodium nitrite in aqueous fluoboric acid according to A. Roe, Org. Reactions vol V, 1949,193) are suspended in 60 ml of ethanol. Allyl cyanide (4.0 g; 0.06 mol) and palladium acetate (67 mg; 0.3 mmol) are added, and the light orange suspension is heated gently to 46° C., at which temperature a gentle evolution of nitrogen is visible. The mixture is stirred at the same tem... The reactants are C(C)OC(CC=1C=C2C(=C(NC2=CC1)C1=CC(=CC(=C1)C)C)CCN)=O ([3-(2-aminoethyl)-2-(3,5-dimethylphenyl)-1H-indol-5-yl]-acetic acid ethyl ester), CS(=O)(=O)NC1=CC=C(C=C1)CCCC=O (4-[4-(methanesulfonamido)phenyl]butyraldehyde). Yields the product C(C)OC(CC=1C=C2C(=C(NC2=CC1)C1=CC(=CC(=C1)C)C)CCNCCCCC1=CC=C(C=C1)NS(=O)(=O)C)=O ((2-(3,5-dimethylphenyl)-3-{2-[4-(4-methanesulfonylaminophenyl)butylamino]ethyl}-1H-indol-5-yl)acetic acid ethyl ester). Yield: 29.0%. Reaction SMILES: [CH2:1]([O:3][C:4](=[O:26])[CH2:5][C:6]1[CH:7]=[C:8]2[C:12](=[CH:13][CH:14]=1)[NH:11][C:10]([C:15]1[CH:20]=[C:19]([CH3:21])[CH:18]=[C:17]([CH3:22])[CH:16]=1)=[C:9]2[CH2:23][CH2:24][NH2:25])[CH3:2].[CH3:27][S:28]([NH:31][C:32]1[CH:37]=[CH:36][C:35]([CH2:38][CH2:39][CH2:40][CH:41]=O)=[CH:34][CH:33]=1)(=[O:30])=[O:29]>>[CH2:1]([O:3][C:4](=[O:26])[CH2:5][C:6]1[CH:7]=[C:8]2[C:12](=[CH:13][CH:14]=1)[NH:11][C:10]([C:15]1[CH:16]=[C:17]([CH3:22])[CH:18]=[C:19]([CH3:21])[CH:20]=1)=[C:9]2[CH2:23][CH2:24][NH:25][CH2:41][CH2:40][CH2:39][CH2:38][C:35]1[CH:36]=[CH:37][C:32]([NH:31][S:28]([CH3:27])(=[O:30])=[O:29])=[CH:33][CH:34]=1)[CH3:2]. Procedure: The reductive amination reaction of [3-(2-aminoethyl)-2-(3,5-dimethylphenyl)-1H-indol-5-yl]-acetic acid ethyl ester and 4-[4-(methanesulfonamido)phenyl]butyraldehyde was accomplished according to the procedure of Example 14.1, Step 14.1B to give the titled compound in 29% yield as a stiff foam; homogenous by TLC in 92.5:7.5 CH2Cl2 --MeOH. 500 MHz 1H NMR (CDCl3) was consistent with the assigned structure. Mass spectrum (ESI): m/e=576 (M+H). Starting materials: C(C)#N (acetonitrile), P(=O)([O-])([O-])[O-] (phosphate), [N+](=O)([O-])C1=CC=C(CC2=C(N3C(C(C3S2)(Br)C(C2=CC3=C(N4C(S3)=NC=C4)C=C2)OC(C)=O)=O)C(=O)[O-])C=C1 (4-Nitrobenzyl-6-[(acetyloxy) (imidazo[2,1-b][1,3]benzothiazol-7-yl)methyl]-6-bromo-7-oxo-4-thia-1-azabicyclo[3.2.0]hept-2-ene-2-carboxylate). The reagents and catalysts are [Pd] (Pd/C). Run in C1CCOC1 (THF). Reaction conditions: temperature 3 celsius. The product is O=C1CC2SC=C(N12)C(=O)O (7-oxo-4-thia-1-azabicyclo[3.2.0]hept-2-ene-2-carboxylic acid). Reaction SMILES: [N+](C1C=CC(C[C:9]2[S:15][CH:14]3[N:11]([C:12](=[O:34])[C:13]3(C(OC(=O)C)C3C=CC4N5C=CN=C5SC=4C=3)Br)[C:10]=2[C:35]([O-:37])=[O:36])=CC=1)([O-])=O.C(#N)C.P([O-])([O-])([O-])=O>C1COCC1.[Pd]>[O:34]=[C:12]1[N:11]2[CH:14]([S:15][CH:9]=[C:10]2[C:35]([OH:37])=[O:36])[CH2:13]1. Procedure details: 4-Nitrobenzyl-6-[(acetyloxy) (imidazo[2,1-b][1,3]benzothiazol-7-yl)methyl]-6-bromo-7-oxo-4-thia-1-azabicyclo[3.2.0]hept-2-ene-2-carboxylate (900 mg, 1.4 mmol) was dissolved in THF (20 mL) and acetonitrile (20 mL) and 0.5 M phosphate buffer (pH 6.5, 20 mL) and hydrogenated over Pd/C (10%) at 40 psi pressure for 6 hrs. The reaction vessel was covered with foil to exclude light. The reaction mixture was filtered, cooled to 3° C., and 0.1 N NaOH was added to adjust the pH to 8.5. The filtrate was co... Reactants: C(C)(=O)C1=C2C=CC(NC2=C(C=C1)OCC1=CC=CC=C1)=O (5-acetyl-8-benzyloxycarbostyril), CO (methanol), I(=O)(=O)Cl.I(=O)(=O)Cl.C(C1=CC=CC=C1)[N+](C)(C)C (benzyltrimethylammonium dichloroiodate). Run in ClCCCl (1,2-dichloroethane). Product: C(C1=CC=CC=C1)OC=1C=CC(=C2C=CC(NC12)=O)C(CCl)=O (8-Benzyloxy-5-chloroacetylcarbostyril). RXN SMILES: [C:1]([C:4]1[CH:13]=[CH:12][C:11]([O:14][CH2:15][C:16]2[CH:21]=[CH:20][CH:19]=[CH:18][CH:17]=2)=[C:10]2[C:5]=1[CH:6]=[CH:7][C:8](=[O:22])[NH:9]2)(=[O:3])[CH3:2].CO.I([Cl:28])(=O)=O.I(Cl)(=O)=O.C([N+](C)(C)C)C1C=CC=CC=1>ClCCCl>[CH2:15]([O:14][C:11]1[CH:12]=[CH:13][C:4]([C:1](=[O:3])[CH2:2][Cl:28])=[C:5]2[C:10]=1[NH:9][C:8](=[O:22])[CH:7]=[CH:6]2)[C:16]1[CH:21]=[CH:20][CH:19]=[CH:18][CH:17]=1 |f:2.3.4|. Reported procedure: A solution of 5-acetyl-8-benzyloxycarbostyril (1.75 g, 6 mMol) in 1,2-dichloroethane (60 ml)/methanol (40 ml) and benzyltrimethylammonium dichloroiodate (4.2 g, 12 mMol) was heated at 60° C. under an argon atmosphere for 2 hours.